This data is from the Open Reaction Database (ORD), a public repository of structured organic reaction records. The task is: describe an organic reaction: reactants, conditions, products, and yield Reactants: ClC=1C=CC(=C(C=O)C1)OCC(CC)CC (5-Chloro-2-(2-ethyl-butoxy)-benzaldehyde), CO (MeOH), [BH4-].[Na+] (NaBH4). RXN SMILES: [Cl:1][C:2]1[CH:3]=[CH:4][C:5]([O:10][CH2:11][CH:12]([CH2:15][CH3:16])[CH2:13][CH3:14])=[C:6]([CH:9]=1)[CH:7]=[O:8].CO.[BH4-].[Na+]>>[Cl:1][C:2]1[CH:3]=[CH:4][C:5]([O:10][CH2:11][CH:12]([CH2:15][CH3:16])[CH2:13][CH3:14])=[C:6]([CH2:7][OH:8])[CH:9]=1 |f:2.3|. Yields the product ClC=1C=CC(=C(C1)CO)OCC(CC)CC ([5-Chloro-2-(2-ethyl-butoxy)-phenyl]methanol). Reported procedure: A solution of 5-Chloro-2-(2-ethyl-butoxy)-benzaldehyde, 10, (2.83 g 11.8 mmol), MeOH (50 mL) was cooled to +5° C. under N2 atmosphere and NaBH4 (0.54 g, 14.2 mmol) was added. The mixture was allowed to warm to RT over 2 hours and the volatiles were removed in vacuo. The reaction mixture was partitioned between water and CH2Cl2. The organic layer was washed with sat. brine, dried (Na2SO4) and evaporated to dryness to give 2.61 g of 5-chloro-2-(2-ethyl-butoxy)-phenyl]-methanol, 11 as a pale yellow... Starting materials: CC1(C(N(C2=CC(=CC=C12)NC1=NN2C(C=CC=C2C(=O)C2CCOCC2)=N1)C(=O)OC(C)(C)C)=O)C (tert-Butyl 3,3-dimethyl-2-oxo-6-(5-(tetrahydro-2H-pyran-4-carbonyl)-[1,2,4]triazolo[1,5-a]pyridin-2-ylamino)indoline-1-carboxylate), NC1=CC=C2C(C(N(C2=C1)C(=O)OC(C)(C)C)=O)(C)C (tert-butyl 6-amino-3,3-dimethyl-2-oxoindoline-1-carboxylate), BrC1=NN2C(C=CC=C2C(=O)C2CCOCC2)=N1 ((2-bromo-[1,2,4]triazolo[1,5-a]pyridin-5-yl)(tetrahydro-2H-pyran-4-yl)methanone), C([O-])([O-])=O.[K+].[K+] (potassium carbonate), C1(=CC=CC=C1)P(C1=CC=CC=2C(C3=CC=CC(=C3OC12)P(C1=CC=CC=C1)C1=CC=CC=C1)(C)C)C1=CC=CC=C1 (4,5-bis(diphenylphosphino)-9,9-dimethylxanthene). Reagents/catalysts: C=1C=CC(=CC1)/C=C/C(=O)/C=C/C2=CC=CC=C2.C=1C=CC(=CC1)/C=C/C(=O)/C=C/C2=CC=CC=C2.C=1C=CC(=CC1)/C=C/C(=O)/C=C/C2=CC=CC=C2.[Pd].[Pd] (tris(dibenzylideneacetone)dipalladium(0)). Run in C(C)(=O)OCC (ethyl acetate), O (water), O1CCOCC1 (1,4-dioxane). Run at temperature 100 celsius. Yields the product CC1(C(NC2=CC(=CC=C12)NC1=NN2C(C=CC=C2C(C)C2CCOCC2)=N1)=O)C (3,3-Dimethyl-6-(5-(1-(tetrahydro-2H-pyran-4-yl)ethyl)-[1,2,4]triazolo[1,5-a]pyridin-2-ylamino)indolin-2-one). Yield: 67.0%. As a reaction SMILES: [CH3:1][C:2]1([CH3:37])[C:10]2[C:5](=[CH:6][C:7]([NH:11][C:12]3[N:28]=[C:15]4[CH:16]=[CH:17][CH:18]=[C:19]([C:20]([CH:22]5[CH2:27][CH2:26][O:25][CH2:24][CH2:23]5)=O)[N:14]4[N:13]=3)=[CH:8][CH:9]=2)[N:4](C(OC(C)(C)C)=O)[C:3]1=[O:36].[C:38]1(P(C2C=CC=CC=2)C2C3OC4C(=CC=CC=4P(C4C=CC=CC=4)C4C=CC=CC=4)C(C)(C)C=3C=CC=2)C=CC=CC=1.NC1C=C2C(C(C)(C)C(=O)N2C(OC(C)(C)C)=O)=CC=1.BrC1N=C2C=CC=C(C(C3CCOCC3)=O)N2N=1.C(=O)([O-])[O-].[K+].[K+]>O1CCOCC1.C(OCC)(=O)C.O.C1C=CC(/C=C/C(/C=C/C2C=CC=CC=2)=O)=CC=1.C1C=CC(/C=C/C(/C=C/C2C=CC=CC=2)=O)=CC=1.C1C=CC(/C=C/C(/C=C/C2C=CC=CC=2)=O)=CC=1.[Pd].[Pd]>[CH3:1][C:2]1([CH3:37])[C:10]2[C:5](=[CH:6][C:7]([NH:11][C:12]3[N:28]=[C:15]4[CH:16]=[CH:17][CH:18]=[C:19]([CH:20]([CH:22]5[CH2:23][CH2:24][O:25][CH2:26][CH2:27]5)[CH3:38])[N:14]4[N:13]=3)=[CH:8][CH:9]=2)[NH:4][C:3]1=[O:36] |f:4.5.6,10.11.12.13.14|. Procedure details: tert-Butyl 3,3-dimethyl-2-oxo-6-(5-(tetrahydro-2H-pyran-4-carbonyl)-[1,2,4]triazolo[1,5-a]pyridin-2-ylamino)indoline-1-carboxylate. A mixture of tris(dibenzylideneacetone)dipalladium(0) (0.050 g, 0.054 mmol) and 4,5-bis(diphenylphosphino)-9,9-dimethylxanthene (0.063 g, 0.109 mmol) in 1,4-dioxane (2 mL) was heated briefly with a heat gun until very hot and then added to tert-butyl 6-amino-3,3-dimethyl-2-oxoindoline-1-carboxylate (0.150 g, 0.543 mmol), (2-bromo-[1,2,4]triazolo[1,5-a]pyridin-5-yl)(...